From a dataset of the Open Reaction Database (ORD), a public repository of structured organic reaction records. describe an organic reaction: reactants, conditions, products, and yield Reactants: C[C@@H]1C(NN=C2COC3=CC=C(C=C3N12)B1OC(C(O1)(C)C)(C)C)=O ((R)-4-methyl-6-(4,4,5,5-tetramethyl-[1,3,2]dioxaborolan-2-yl)-2,10-dihydro-9-oxa-1,2,4a-triaza-phenanthren-3-one), C(C)(C)(C)OC(=O)N1CC(C1)(C(=C)OS(=O)(=O)C(F)(F)F)C (3-methyl-3-(1-trifluoromethanesulfonyloxy-vinyl)-azetidine-1-carboxylic acid tert-butyl ester), C(=O)([O-])[O-].[Na+].[Na+] (Na2CO3). The reagents and catalysts are C=1C=CC(=CC1)[P](C=2C=CC=CC2)(C=3C=CC=CC3)[Pd]([P](C=4C=CC=CC4)(C=5C=CC=CC5)C=6C=CC=CC6)([P](C=7C=CC=CC7)(C=8C=CC=CC8)C=9C=CC=CC9)[P](C=1C=CC=CC1)(C=1C=CC=CC1)C=1C=CC=CC1 (Pd(Ph3P)4). Run in O1CCOCC1 (dioxane), O (water). Run at temperature 90 celsius, time 8 hour. Yields the product C(C)(C)(C)OC(=O)N1CC(C1)(C(=C)C=1C=C2N3[C@@H](C(NN=C3COC2=CC1)=O)C)C (3-methyl-3-[1-((R)-4-methyl-3-oxo-2,3,4,10-tetrahydro-9-oxa-1,2,4a-triaza-phenanthren-6-yl)-vinyl]-azetidine-1-carboxylic acid tert-butyl ester). The yield is 25.4%. Reaction SMILES: [CH3:1][C@H:2]1[N:15]2[C:6]([CH2:7][O:8][C:9]3[C:14]2=[CH:13][C:12](B2OC(C)(C)C(C)(C)O2)=[CH:11][CH:10]=3)=[N:5][NH:4][C:3]1=[O:25].[C:26]([O:30][C:31]([N:33]1[CH2:36][C:35]([CH3:47])([C:37](OS(C(F)(F)F)(=O)=O)=[CH2:38])[CH2:34]1)=[O:32])([CH3:29])([CH3:28])[CH3:27].C([O-])([O-])=O.[Na+].[Na+]>O1CCOCC1.O.C1C=CC([P]([Pd]([P](C2C=CC=CC=2)(C2C=CC=CC=2)C2C=CC=CC=2)([P](C2C=CC=CC=2)(C2C=CC=CC=2)C2C=CC=CC=2)[P](C2C=CC=CC=2)(C2C=CC=CC=2)C2C=CC=CC=2)(C2C=CC=CC=2)C2C=CC=CC=2)=CC=1>[C:26]([O:30][C:31]([N:33]1[CH2:36][C:35]([CH3:47])([C:37]([C:12]2[CH:13]=[C:14]3[C:9](=[CH:10][CH:11]=2)[O:8][CH2:7][C:6]2[N:15]3[C@H:2]([CH3:1])[C:3](=[O:25])[NH:4][N:5]=2)=[CH2:38])[CH2:34]1)=[O:32])([CH3:29])([CH3:28])[CH3:27] |f:2.3.4,^1:64,66,85,104|. Reported procedure: A mixture of (R)-4-methyl-6-(4,4,5,5-tetramethyl-[1,3,2]dioxaborolan-2-yl)-2,10-dihydro-9-oxa-1,2,4a-triaza-phenanthren-3-one (Preparation #11, Step E, 2 g, 5.83 mmol), 3-methyl-3-(1-trifluoromethanesulfonyloxy-vinyl)-azetidine-1-carboxylic acid tert-butyl ester (Preparation #20 3.02 g, 8.74 mmol), Na2CO3 (1.235 g, 11.66 mmol) and Pd(Ph3P)4 (3.37 g, 2.91 mmol) in dioxane (20 mL) and water (5 mL) was stirred at 90° C. overnight. The reaction mixture was cooled to ambient temperature. The solvent ... The reactants are Cl (HCl), resultant suspension, C1=C(C=CC2=CC(=CC=C12)C(=O)Cl)C(=O)Cl (naphthalene-2,6-dicarbonyl dichloride), C1(=CC=CC=C1)OC (anisole), [Cl-].[Al+3].[Cl-].[Cl-] (aluminium chloride). The solvent is O (water), CN1C(CCC1)=O (N-methylpyrrolidone), [N+](=O)([O-])C1=CC=CC=C1 (nitrobenzene). The product is COC1=CC=C(C(=O)C2=CC3=CC=C(C=C3C=C2)C(C2=CC=C(C=C2)OC)=O)C=C1 (2,6-Bis(4-methoxybenzoyl)naphthalene). RXN SMILES: [CH:1]1[C:10]2[C:5](=[CH:6][C:7]([C:11](Cl)=[O:12])=[CH:8][CH:9]=2)[CH:4]=[CH:3][C:2]=1[C:14](Cl)=[O:15].[C:17]1([O:23][CH3:24])[CH:22]=[CH:21][CH:20]=[CH:19][CH:18]=1.[Cl-].[Al+3].[Cl-].[Cl-].Cl>[N+](C1C=CC=CC=1)([O-])=O.CN1CCCC1=O.O>[CH3:24][O:23][C:17]1[CH:22]=[CH:21][C:20]([C:14]([C:2]2[CH:3]=[CH:4][C:5]3[C:10](=[CH:9][CH:8]=[C:7]([C:11](=[O:12])[C:20]4[CH:21]=[CH:22][C:17]([O:23][CH3:24])=[CH:18][CH:19]=4)[CH:6]=3)[CH:1]=2)=[O:15])=[CH:19][CH:18]=1 |f:2.3.4.5|. Reported procedure: A stirred reactor comprising a 750 ml sulfonation flask, thermometer, condenser and nitrogen inlet is charged with 25.3 g (0.1 mol) of naphthalene-2,6-dicarbonyl dichloride and 32.4 g (0.2 mol) of anisole in 200 ml of nitrobenzene and, with stirring, 26.6 g (0.2 mol) of aluminium chloride are added over 15 minutes at 12°-18° C. The reaction mixture is thereafter allowed to react for 90 minutes at 40° C., then cooled to room temperature and thoroughly mixed with 1.5 liters of water containing HCl... Reactants: C(C1=CC=CC=C1)OC[C@H]1C(C[C@@H]1COCC1=CC=CC=C1)=O ((2S-trans)-2,3-bis[(benzyloxy)methyl]cyclobutanone), P(O)(O)O (phosphorous acid), O (water), C(C)(C)O (isopropanol). The reagents and catalysts are [Ir](Cl)(Cl)(Cl)Cl (iridium tetrachloride). The product is [1S-(1α,2β,3β)]-3-hydroxy-1,2-cyclobutanedimethanol, C(C1=CC=CC=C1)OCC1=CC=CC=C1 (dibenzyl ether). Reaction SMILES: C(O[CH2:9][C@@H:10]1[C@@H:13]([CH2:14][O:15][CH2:16][C:17]2[CH:22]=[CH:21][CH:20]=[CH:19][CH:18]=2)[CH2:12][C:11]1=O)C1C=CC=CC=1.P(O)(O)O.O.[CH:29](O)(C)C>[Ir](Cl)(Cl)(Cl)Cl>[CH2:16]([O:15][CH2:14][C:13]1[CH:10]=[CH:9][CH:29]=[CH:11][CH:12]=1)[C:17]1[CH:18]=[CH:19][CH:20]=[CH:21][CH:22]=1. Procedure details: A mixture of (2S-trans)-2,3-bis[(benzyloxy)methyl]cyclobutanone (0.25 g., 0.806 mmole), iridium tetrachloride (0.016 g., 0.0483 mmole), phosphorous acid (0.397 g., 4.84 mmole) and water (0.3 ml.) in isopropanol (3 ml.) was refluxed overnight. The solvent was evaporated on a rotary evaporator. The residue was taken up in ethyl acetate and washed successively with 10% hydrochloric acid, brine, and 5% sodium bicarbonate. The organic layer was dried (magnesium sulfate) and the solvent was evaporated... Isolated yield 39.9%. Product: CO\N=C(/COC1=CC=C(COC2=CC=C(C=C2)CCC(=O)O)C=C1)\C1=CC=C(C=C1)S(=O)(=O)C (3-(4-{[4-({(2Z)-2-(Methoxyimino)-2-[4-(methylsulfonyl)phenyl]ethyl}oxy)benzyl]oxy}phenyl)propanoic acid). Procedure details: Compound 92 was synthesized from [4-({(2Z)-2-(methoxyimino)-2-[4-(methylsulfonyl)phenyl]ethyl}oxy)phenyl]methanol (0.57 g, 1.63 mmol) and methyl 3-(4-hydroxyphenyl)propanoate (0.293 g, 1.63 mmol) by following the procedure described in scheme 5 (0.2 g, yield: 39.91%); Purity: 96.52%. Reactants: CO\N=C(/COC1=CC=C(C=C1)CO)\C1=CC=C(C=C1)S(=O)(=O)C ([4-({(2Z)-2-(methoxyimino)-2-[4-(methylsulfonyl)phenyl]ethyl}oxy)phenyl]methanol), OC1=CC=C(C=C1)CCC(=O)OC (methyl 3-(4-hydroxyphenyl)propanoate). As a reaction SMILES: [CH3:1][O:2]/[N:3]=[C:4](/[C:15]1[CH:20]=[CH:19][C:18]([S:21]([CH3:24])(=[O:23])=[O:22])=[CH:17][CH:16]=1)\[CH2:5][O:6][C:7]1[CH:12]=[CH:11][C:10]([CH2:13][OH:14])=[CH:9][CH:8]=1.O[C:26]1[CH:31]=[CH:30][C:29]([CH2:32][CH2:33][C:34]([O:36]C)=[O:35])=[CH:28][CH:27]=1>>[CH3:1][O:2]/[N:3]=[C:4](/[C:15]1[CH:20]=[CH:19][C:18]([S:21]([CH3:24])(=[O:23])=[O:22])=[CH:17][CH:16]=1)\[CH2:5][O:6][C:7]1[CH:8]=[CH:9][C:10]([CH2:13][O:14][C:26]2[CH:31]=[CH:30][C:29]([CH2:32][CH2:33][C:34]([OH:36])=[O:35])=[CH:28][CH:27]=2)=[CH:11][CH:12]=1.